This data is from the Open Reaction Database (ORD), a public repository of structured organic reaction records. The task is: describe an organic reaction: reactants, conditions, products, and yield Reactants: 26C, ClCC=1C(=NC(=NC1)C1=CC=C(C=C1)C(F)(F)F)C1CC1 (5-chloromethyl-4-cyclopropyl-2-(4-trifluoromethyl-phenyl)-pyrimidine), 26E, C(C)OC(C(C)(OC1=CC(=CC(=C1)C(F)(F)F)NC)C)=O (2-methyl-2-(3-methylamino-5-trifluoromethyl-phenoxy)-propionic acid ethyl ester), C1(CC1)C1=NC(=NC=C1CC(=O)O)C1=CC=C(C=C1)C(F)(F)F ([4-cyclopropyl-2-(4-trifluoromethyl-phenyl)-pyrimidin-5-yl]-acetic acid). Yields the product C(C)OC(C(C)(C)OC1=CC(=CC(=C1)C(F)(F)F)N(C)C(CC=1C(=NC(=NC1)C1=CC=C(C=C1)C(F)(F)F)C1CC1)=O)=O (2-[3-({2-[4-cyclopropyl-2-(4-trifluoromethyl-phenyl)-pyrimidin-5-yl]-acetyl}-methyl-amino)-5-trifluoromethyl-phenoxy)-2-methyl-propionic acid ethyl ester). As a reaction SMILES: [CH2:1]([O:3][C:4](=[O:21])[C:5]([CH3:20])([O:7][C:8]1[CH:13]=[C:12]([C:14]([F:17])([F:16])[F:15])[CH:11]=[C:10]([NH:18][CH3:19])[CH:9]=1)[CH3:6])[CH3:2].[CH:22]1([C:25]2[C:30]([CH2:31][C:32](O)=[O:33])=[CH:29][N:28]=[C:27]([C:35]3[CH:40]=[CH:39][C:38]([C:41]([F:44])([F:43])[F:42])=[CH:37][CH:36]=3)[N:26]=2)[CH2:24][CH2:23]1.ClCC1C(C2CC2)=NC(C2C=CC(C(F)(F)F)=CC=2)=NC=1>>[CH2:1]([O:3][C:4](=[O:21])[C:5]([O:7][C:8]1[CH:13]=[C:12]([C:14]([F:15])([F:17])[F:16])[CH:11]=[C:10]([N:18]([C:32](=[O:33])[CH2:31][C:30]2[C:25]([CH:22]3[CH2:23][CH2:24]3)=[N:26][C:27]([C:35]3[CH:36]=[CH:37][C:38]([C:41]([F:44])([F:43])[F:42])=[CH:39][CH:40]=3)=[N:28][CH:29]=2)[CH3:19])[CH:9]=1)([CH3:20])[CH3:6])[CH3:2]. Reported procedure: In analogy to the procedures described in example 26B] and 26C], 2-methyl-2-(3-methylamino-5-trifluoromethyl-phenoxy)-propionic acid ethyl ester was reacted with [4-cyclopropyl-2-(4-trifluoromethyl-phenyl)-pyrimidin-5-yl]-acetic acid (prepared from 5-chloromethyl-4-cyclopropyl-2-(4-trifluoromethyl-phenyl)-pyrimidine (example 27F]) in analogy to the sequences described in examples 26D] and 26E]) to give 2-[3-({2-[4-cyclopropyl-2-(4-trifluoromethyl-phenyl)-pyrimidin-5-yl]-acetyl}-methyl-amino)-5-t... Reactants: [N+](=O)([O-])C=1C=C(SC1)C(=O)O (4-Nitro-2-thiophenecarboxylic acid), Cl[Sn]Cl (SnCl2). Solvent: Cl (HCl). Run at time 6 hour. The product is NC=1C=C(SC1)C(=O)O (4-Amino-2-thiophenecarboxylic acid). Isolated yield 72.3%. As a reaction SMILES: [N+:1]([C:4]1[CH:5]=[C:6]([C:9]([OH:11])=[O:10])[S:7][CH:8]=1)([O-])=O.Cl[Sn]Cl>Cl>[NH2:1][C:4]1[CH:5]=[C:6]([C:9]([OH:11])=[O:10])[S:7][CH:8]=1. Procedure details: 4-Nitro-2-thiophenecarboxylic acid (1 g, 5.7 mmol) was added with stirring to a solution of SnCl2. 2H2O (3.25 g, 14.4 mmol) in concentrated HCl (10 ml). The mixture was stirred for 6 hours at ambient temperature and purified by subjecting to chromatography on HP20SS resin, using water as eluant, to give the title compound (0.59 g, 71%). Reactants: C(C)C(CC)(O)C1=CC(=C(C=C1)C1=CC(=CC=C1)COC=1C=C(C(C(=O)OC)=CC1)C(=O)OC)C (dimethyl 4-[4′(1-ethyl-1-hydroxypropyl)-2′-methylbiphenyl-3-ylmethoxy)-phthalate), [H-].[Al+3].[Li+].[H-].[H-].[H-] (lithium aluminium hydride). Yields the product C(C)C(CC)(O)C1=CC(=C(C=C1)C1=CC(=CC=C1)COC1=CC(=C(C=C1)CO)CO)C ({4-[4′-(1-Ethyl-1-hydroxypropyl)-2′-methylbiphenyl-3-ylmethoxy]-2-hydroxymethylphenyl}methanol). RXN SMILES: [CH2:1]([C:3]([C:7]1[CH:12]=[CH:11][C:10]([C:13]2[CH:18]=[CH:17][CH:16]=[C:15]([CH2:19][O:20][C:21]3[CH:22]=[C:23]([C:31](OC)=[O:32])[C:24](=[CH:29][CH:30]=3)[C:25](OC)=[O:26])[CH:14]=2)=[C:9]([CH3:35])[CH:8]=1)([OH:6])[CH2:4][CH3:5])[CH3:2].[H-].[Al+3].[Li+].[H-].[H-].[H-]>>[CH2:1]([C:3]([C:7]1[CH:12]=[CH:11][C:10]([C:13]2[CH:18]=[CH:17][CH:16]=[C:15]([CH2:19][O:20][C:21]3[CH:30]=[CH:29][C:24]([CH2:25][OH:26])=[C:23]([CH2:31][OH:32])[CH:22]=3)[CH:14]=2)=[C:9]([CH3:35])[CH:8]=1)([OH:6])[CH2:4][CH3:5])[CH3:2] |f:1.2.3.4.5.6|. Procedure: In a manner similar to that of Example 20(e), by reaction of 1.5 g (3.15 mmol) of dimethyl 4-[4′(1-ethyl-1-hydroxypropyl)-2′-methylbiphenyl-3-ylmethoxy)-phthalate with 480 mg (12.6 mmol) of lithium aluminium hydride, the desired product is obtained in the form of a white solid (m.p.=87° C.; m=1.03 g; Y=78%).